This data is from the Open Reaction Database (ORD), a public repository of structured organic reaction records. The task is: describe an organic reaction: reactants, conditions, products, and yield The reactants are CC(=O)c1ccncc1, CC(=O)O, NNC(=O)COc1cc(Cl)c(Cl)cc1Cl, C1COCCO1. Yields the product CC(=NNC(=O)COc1cc(Cl)c(Cl)cc1Cl)c1ccncc1. Reaction SMILES: [C:16]([CH3:17])(=[O:18])[c:19]1[cH:20][cH:21][n:22][cH:23][cH:24]1.[CH3:31][C:32](=[O:33])[OH:34].[Cl:1][c:2]1[c:3]([O:4][CH2:5][C:6](=[O:7])[NH:8][NH2:9])[cH:10][c:11]([Cl:15])[c:12]([Cl:14])[cH:13]1.[O:25]1[CH2:26][CH2:27][O:28][CH2:29][CH2:30]1>>[Cl:1][c:2]1[c:3]([O:4][CH2:5][C:6](=[O:7])[NH:8][N:9]=[C:16]([CH3:17])[c:19]2[cH:20][cH:21][n:22][cH:23][cH:24]2)[cH:10][c:11]([Cl:15])[c:12]([Cl:14])[cH:13]1. Starting materials: O=C(Br)CBr, Nc1c(Cl)cccc1C(=O)O, CN(C)C=O, C1COCCO1, O. The product is O=C(CBr)Nc1c(Cl)cccc1C(=O)O. As a reaction SMILES: [Br:23][CH2:24][C:25](=[O:26])[Br:27].[NH2:1][c:2]1[c:3]([C:4](=[O:5])[OH:6])[cH:7][cH:8][cH:9][c:10]1[Cl:11].[O:12]=[CH:13][N:14]([CH3:15])[CH3:16].[O:17]1[CH2:18][CH2:19][O:20][CH2:21][CH2:22]1.[OH2:28]>>[NH:1]([c:2]1[c:3]([C:4](=[O:5])[OH:6])[cH:7][cH:8][cH:9][c:10]1[Cl:11])[C:25]([CH2:24][Br:23])=[O:26]. Procedure details: 5-[3-(4-chloro-phenyl)-5-methyl-pyrazol-1-yl]-4-oxo-pentanoic acid methyl ester (1.7 g, 5.5 mmol) was dissolved in dimethylformamide (16 ml) and anhydrous potassium carbonate (3 g, 22 mmol) added. The mixture was then heated to 200° C. for 10 mins in the microwave (using “normal” absorbtion). The reaction was reduced in vacuo, and partitioned between 2 M hydrochloric acid (50 ml) and dichloromethane (100 ml). The layers were separated, and the aqueous layer saturated with sodium chloride and ext... The yield is 50.4%. Run in CN(C=O)C (dimethylformamide). Reaction SMILES: CO[C:3](=[O:22])[CH2:4][CH2:5][C:6](=[O:21])[CH2:7][N:8]1[C:12]([CH3:13])=[CH:11][C:10]([C:14]2[CH:19]=[CH:18][C:17]([Cl:20])=[CH:16][CH:15]=2)=[N:9]1.C(=O)([O-])[O-].[K+].[K+]>CN(C)C=O>[Cl:20][C:17]1[CH:16]=[CH:15][C:14]([C:10]2[CH:11]=[C:12]([CH3:13])[N:8]([CH:7]3[C:3](=[O:22])[CH2:4][CH2:5][C:6]3=[O:21])[N:9]=2)=[CH:19][CH:18]=1 |f:1.2.3|. Run at temperature 200 celsius. Yields the product ClC1=CC=C(C=C1)C1=NN(C(=C1)C)C1C(CCC1=O)=O (2-[3-(4-chloro-phenyl)-5-methyl-pyrazol-1-yl]-cyclopentane-1,3-dione). Reactants: COC(CCC(CN1N=C(C=C1C)C1=CC=C(C=C1)Cl)=O)=O (5-[3-(4-chloro-phenyl)-5-methyl-pyrazol-1-yl]-4-oxo-pentanoic acid methyl ester), C([O-])([O-])=O.[K+].[K+] (potassium carbonate). Starting materials: NC=1C=CC2=C(C(=C(CCC2)C(=O)OC)C)C1 (methyl 2-amino-9-methyl-6,7-dihydro-5H-benzo[7]annulene-8-carboxylate), [H-].[H-].[H-].[H-].[Li+].[Al+3] (LAH). Solvent: C1CCOC1 (THF), C1CCOC1 (THF). The product is NC=1C=CC2=C(C(=C(CCC2)CO)C)C1 ((2-amino-9-methyl-6,7-dihydro-5H-benzo[7]annulen-8-yl)methanol). The yield is 96.0%. RXN SMILES: [NH2:1][C:2]1[CH:3]=[CH:4][C:5]2[CH2:11][CH2:10][CH2:9][C:8]([C:12](OC)=[O:13])=[C:7]([CH3:16])[C:6]=2[CH:17]=1.[H-].[H-].[H-].[H-].[Li+].[Al+3]>C1COCC1>[NH2:1][C:2]1[CH:3]=[CH:4][C:5]2[CH2:11][CH2:10][CH2:9][C:8]([CH2:12][OH:13])=[C:7]([CH3:16])[C:6]=2[CH:17]=1 |f:1.2.3.4.5.6|. Procedure details: To a stirred solution of methyl 2-amino-9-methyl-6,7-dihydro-5H-benzo[7]annulene-8-carboxylate from step J1 (65 mg, 0.281 mmol) in THF (2 mL) was added a solution of LAH in THF (1.0 M, 0.337 mL, 0.337 mmol) at −20° C. The mixture was warmed to rt over 2 h. The reaction was quenched with a couple of drops of 1 N NaOH. EtOAc was added. The mixture was dried over sodium sulfate, filtered, and concentrated in vacuo to afford (2-amino-9-methyl-6,7-dihydro-5H-benzo[7]annulen-8-yl)methanol (55.0 mg, 0.... Reactants: ClC=1C2(C=CC(C(C1Cl)(Cl)Cl)(O2)C)C (2,3,4,4-tetrachloro-1,5-dimethyl-8-oxa-bicyclo[3.2.1]octa-2,6-diene), [N+](=O)(O)[O-] (nitric acid), CCCCCC.C(C)(=O)OCC (hexane ethyl acetate), C(O)([O-])=O.[Na+] (sodium hydrogen carbonate). Reagents/catalysts: [N+](=O)([O-])[O-].[Ag+] (silver nitrate). The solvent is CC(=O)C.O (acetone water). Conditions: temperature 67.5 celsius. The product is ClC=1C(C2(C=CC(C1Cl)(O2)C)C)=O (3,4-dichloro-1,5-dimethyl-8-oxa-bicyclo[3.2.1]octa-3,6-dien-2-one). Isolated yield 54.0%. As a reaction SMILES: [Cl:1][C:2]1[C:3]2([CH3:14])[O:12][C:6]([CH3:13])([C:7](Cl)(Cl)[C:8]=1[Cl:9])[CH:5]=[CH:4]2.CCCCCC.C(OCC)(=[O:23])C.C(=O)([O-])O.[Na+].[N+]([O-])(O)=O>CC(C)=O.O.[N+]([O-])([O-])=O.[Ag+]>[Cl:9][C:8]1[C:7](=[O:23])[C:6]2([CH3:13])[O:12][C:3]([CH3:14])([C:2]=1[Cl:1])[CH:4]=[CH:5]2 |f:1.2,3.4,6.7,8.9|. Procedure details: 14 g (51.1 mmol) of unpurified 2,3,4,4-tetrachloro-1,5-dimethyl-8-oxa-bicyclo[3.2.1]octa-2,6-diene and 17.36 g (102.2 mmol) of silver nitrate are dissolved in 500 ml of acetone/water 1:1 mixture and heated for 15 hours at a temperature of 65-70° C. until the reaction of the reactants is complete (thin-layer chromatography (TLC) monitoring (mobile phase hexane/ethyl acetate 4:1)). After the reaction mixture has cooled to ambient temperature, solid sodium hydrogen carbonate is then stirred into th... Starting materials: COC1=C(C=NN1C1=NC=C(C=C1)C(NCC1CCOCC1)=O)C(=O)OCC (ethyl 5-methoxy-1-(5-(((tetrahydro-2H-pyran-4-yl)methyl)carbamoyl)pyridin-2-yl)-1H-pyrazole-4-carboxylate), [Li+].[OH-] (LiOH), Cl (HCl). The solvent is O1CCOCC1 (dioxane). Conditions: temperature 23 celsius, time 3 hour. Product: COC1=C(C=NN1C1=NC=C(C=C1)C(NCC1CCOCC1)=O)C(=O)O (5-methoxy-1-(5-(((tetrahydro-2H-pyran-4-yl)methyl)carbamoyl)pyridin-2-yl)-1H-pyrazole-4-carboxylic acid). The yield is 91.4%. Reaction SMILES: [CH3:1][O:2][C:3]1[N:7]([C:8]2[CH:13]=[CH:12][C:11]([C:14](=[O:23])[NH:15][CH2:16][CH:17]3[CH2:22][CH2:21][O:20][CH2:19][CH2:18]3)=[CH:10][N:9]=2)[N:6]=[CH:5][C:4]=1[C:24]([O:26]CC)=[O:25].[Li+].[OH-].Cl>O1CCOCC1>[CH3:1][O:2][C:3]1[N:7]([C:8]2[CH:13]=[CH:12][C:11]([C:14](=[O:23])[NH:15][CH2:16][CH:17]3[CH2:22][CH2:21][O:20][CH2:19][CH2:18]3)=[CH:10][N:9]=2)[N:6]=[CH:5][C:4]=1[C:24]([OH:26])=[O:25] |f:1.2|. Procedure details: Combined ethyl 5-methoxy-1-(5-(((tetrahydro-2H-pyran-4-yl)methyl)carbamoyl)pyridin-2-yl)-1H-pyrazole-4-carboxylate (401 mg, 1.032 mmol), dioxane (7 mL) and 1M aqueous LiOH (5.16 mL, 5.16 mmol) at 23° C. The reaction mixture was stirred at 23° C. for 3 hours, and then quenched with 1N HCl (aq.) (5.16 mL, 5.16 mmol), and concentrated via rotary evaporation to furnish an off-white suspension. The suspension was filtered, rinsed with water (5×3 mL), and dried in vacuo to give the title compound (339... Reactants: [N+](=O)([O-])C1=C(C=CC=C1)SC1=C(C(=O)N)C=CC=C1 (2-(2-nitrophenylthio)benzamide), FC(C(=O)OC(C(F)(F)F)=O)(F)F (trifluoroacetic anhydride), O (water). Solvent: N1=CC=CC=C1 (pyridine), O1CCOCC1 (dioxane). Run at time 1 hour. The product is [N+](=O)([O-])C1=C(C=CC=C1)SC1=C(C#N)C=CC=C1 (2-(2-Nitrophenylthio)benzonitrile). The yield is 95.4%. RXN SMILES: [N+:1]([C:4]1[CH:9]=[CH:8][CH:7]=[CH:6][C:5]=1[S:10][C:11]1[CH:19]=[CH:18][CH:17]=[CH:16][C:12]=1[C:13]([NH2:15])=O)([O-:3])=[O:2].FC(F)(F)C(OC(=O)C(F)(F)F)=O.O>N1C=CC=CC=1.O1CCOCC1>[N+:1]([C:4]1[CH:9]=[CH:8][CH:7]=[CH:6][C:5]=1[S:10][C:11]1[CH:19]=[CH:18][CH:17]=[CH:16][C:12]=1[C:13]#[N:15])([O-:3])=[O:2]. Procedure: In a mixture of 12.7 g of pyridine and 80 ml of dioxane was suspended 8.8 g of 2-(2-nitrophenylthio)benzamide, followed by dropwise addition of 10.1 g of trifluoroacetic anhydride with ice-cooling, and the mixture was stirred for 1 hour. To the reaction mixture was added water and the crystals separated out therefrom were collected by filtration, washed with water and hot ethanol and dried. The procedure gave 7.84 g of the title compound as yellow crystals, m.p. 166°-167° C. Reactants: BrBr (bromine), BrC=1C=C2C=CC(=CC2=CC1)C(C)=O (1-(6-bromonaphthalen-2-yl)ethanone). Solvent: C(Cl)Cl (DCM), C(Cl)Cl (DCM). Run at time 8 hour. The product is BrCC(=O)C1=CC2=CC=C(C=C2C=C1)Br (2-bromo-1-(6-bromonaphthalen-2-yl)ethanone). The yield is 99.7%. Reaction SMILES: [Br:1]Br.[Br:3][C:4]1[CH:5]=[C:6]2[C:11](=[CH:12][CH:13]=1)[CH:10]=[C:9]([C:14](=[O:16])[CH3:15])[CH:8]=[CH:7]2>C(Cl)Cl>[Br:1][CH2:15][C:14]([C:9]1[CH:8]=[CH:7][C:6]2[C:11](=[CH:12][CH:13]=[C:4]([Br:3])[CH:5]=2)[CH:10]=1)=[O:16]. Procedure: A solution of bromine (0.682 mL, 13.3 mmol) in DCM (20 mL) was added to a solution of 1-(6-bromonaphthalen-2-yl)ethanone (3.30 g, 13.3 mmol) (>90% purity) in DCM (60 mL) and the reaction was stirred at rt overnight. The reaction mixture was concentrated to yield 2-bromo-1-(6-bromonaphthalen-2-yl)ethanone (4.35 g) as an off white solid which was used without further purification. LC-MS retention time 2.177 min; m/z 342.92 (MNa+). LC data was recorded on a Shimadzu LC-10AS liquid chromatograph equ... Starting materials: ClCCl, CC(C)(C)OC(=O)CN1C(=O)C2(CCOCC2)c2ccccc21. The product is O=C(O)CN1C(=O)C2(CCOCC2)c2ccccc21. As a reaction SMILES: [Cl:24][CH2:25][Cl:26].[O:1]=[C:2]1[N:3]([CH2:16][C:17](=[O:18])[O:19][C:20]([CH3:21])([CH3:22])[CH3:23])[c:4]2[cH:5][cH:6][cH:7][cH:8][c:9]2[C:10]12[CH2:11][CH2:12][O:13][CH2:14][CH2:15]2>>[O:1]=[C:2]1[N:3]([CH2:16][C:17](=[O:18])[OH:19])[c:4]2[cH:5][cH:6][cH:7][cH:8][c:9]2[C:10]12[CH2:11][CH2:12][O:13][CH2:14][CH2:15]2.